Task: describe an organic reaction: reactants, conditions, products, and yield. Dataset: the Open Reaction Database (ORD), a public repository of structured organic reaction records Reactants: CN(C(=O)c1ccc(C(F)(F)F)cn1)C1CCNCC1c1ccc(Cl)c(Cl)c1, Cl, O=C(O)c1cc2c([nH]1)C(=O)CCC2. Product: CN(C(=O)c1ccc(C(F)(F)F)cn1)C1CCN(C(=O)c2cc3c([nH]2)C(=O)CCC3)CC1c1ccc(Cl)c(Cl)c1. Reaction SMILES: [Cl:2][c:3]1[cH:4][c:5]([CH:10]2[CH2:11][NH:12][CH2:13][CH2:14][CH:15]2[N:16]([C:17](=[O:18])[c:19]2[n:20][cH:21][c:22]([C:25]([F:26])([F:27])[F:28])[cH:23][cH:24]2)[CH3:29])[cH:6][cH:7][c:8]1[Cl:9].[ClH:1].[O:30]=[C:31]1[CH2:32][CH2:33][CH2:34][c:35]2[cH:36][c:37]([C:40](=[O:41])[OH:42])[nH:38][c:39]21>>[Cl:2][c:3]1[cH:4][c:5]([CH:10]2[CH2:11][N:12]([C:40]([c:37]3[cH:36][c:35]4[c:39]([nH:38]3)[C:31](=[O:30])[CH2:32][CH2:33][CH2:34]4)=[O:41])[CH2:13][CH2:14][CH:15]2[N:16]([C:17](=[O:18])[c:19]2[n:20][cH:21][c:22]([C:25]([F:26])([F:27])[F:28])[cH:23][cH:24]2)[CH3:29])[cH:6][cH:7][c:8]1[Cl:9].